This data is from the Open Reaction Database (ORD), a public repository of structured organic reaction records. The task is: describe an organic reaction: reactants, conditions, products, and yield Reactants: N1C(=NC2=C1C=CC=C2)C=2C(=NON2)N (4-(1H-benzimidazol-2-yl)-furazan-3-ylamine), C([O-])([O-])=O.[K+].[K+] (potassium carbonate), ClCC(C=CC1=CC=CC=C1)=O (1-chloro-4-phenyl-but-3-en-2-one). Run in CN(C)C=O (DMF), C(C)(=O)OCC (ethyl acetate). Conditions: time 16 hour. Product: NC=1C(=NON1)C1=NC2=C(N1CC(\C=C\C1=CC=CC=C1)=O)C=CC=C2 (E-1-[2-(4-Aminofurazan-3-yl)-benzimidazol-1-yl]-4-phenyl-but-3-en-2-one). Reaction SMILES: [NH:1]1[C:5]2[CH:6]=[CH:7][CH:8]=[CH:9][C:4]=2[N:3]=[C:2]1[C:10]1[C:11]([NH2:15])=[N:12][O:13][N:14]=1.C(=O)([O-])[O-].[K+].[K+].Cl[CH2:23][C:24](=[O:33])[CH:25]=[CH:26][C:27]1[CH:32]=[CH:31][CH:30]=[CH:29][CH:28]=1>CN(C=O)C.C(OCC)(=O)C>[NH2:15][C:11]1[C:10]([C:2]2[N:1]([CH2:23][C:24](=[O:33])/[CH:25]=[CH:26]/[C:27]3[CH:32]=[CH:31][CH:30]=[CH:29][CH:28]=3)[C:5]3[CH:6]=[CH:7][CH:8]=[CH:9][C:4]=3[N:3]=2)=[N:14][O:13][N:12]=1 |f:1.2.3|. Procedure details: A suspension of 4-(1H-benzimidazol-2-yl)-furazan-3-ylamine (0.275 g, 1.37 mmol), potassium carbonate (0.472 g, 3.42 mmol) and 1-chloro-4-phenyl-but-3-en-2-one (0.297 g, 1.64 mmol) in DMF (5 ml) is stirred at room temperature for 16 hours. The reaction mixture is diluted with ethyl acetate, washed with water and dried over sodium sulphate. Filtration of the sodium sulphate, concentration of the filtrate under reduced pressure and chromatography of the residue on silicagel using hexane-ethyl aceta... Starting materials: 156, COC(C1=CC=C(C=C1)C=O)=O (4-Formylbenzoic acid methyl ester), [Br-].O1C(OCCC1)C(C)[P+](C1=CC=CC=C1)(C1=CC=CC=C1)C1=CC=CC=C1 ([1-(1,3-dioxan-2-yl)ethyl]triphenylphosphoniumbromide), [Li]CCCC (n-BuLi). Run in C1CCOC1 (THF). The product is olefin, COC(C1=CC=C(C=C1)C=CCC1OCCO1)=O (4-[3-[1,3]-Dioxolan-2-yl -propenyl)benzoic acid methyl ester). Yield: 50.3%. Reaction SMILES: [CH3:1][O:2][C:3](=[O:12])[C:4]1[CH:9]=[CH:8][C:7]([CH:10]=O)=[CH:6][CH:5]=1.[Br-].[O:14]1[CH2:19][CH2:18]C[O:16][CH:15]1[CH:20]([P+](C1C=CC=CC=1)(C1C=CC=CC=1)C1C=CC=CC=1)[CH3:21].[Li]CCCC>C1COCC1>[CH3:1][O:2][C:3](=[O:12])[C:4]1[CH:9]=[CH:8][C:7]([CH:10]=[CH:21][CH2:20][CH:15]2[O:14][CH2:19][CH2:18][O:16]2)=[CH:6][CH:5]=1 |f:1.2|. Procedure details: The olefin was prepared from 4.3 g (26.2 mmol) of the aldehyde 167, 13.94 g of [1-(1,3-dioxan-2-yl)ethyl]triphenylphosphoniumbromide and 12.6 mL (32.0 mmol) of n-BuLi in 75 mL of THF as described for the synthesis of 156 in Example 8. Flash chromatography (elution with 10% ethyl acetate in hexane) gave 3.27 g of the olefin 168. 1H NMR consistent with the product.